The task is: describe an organic reaction: reactants, conditions, products, and yield. This data is from the Open Reaction Database (ORD), a public repository of structured organic reaction records. Reactants: ClC1=CC=C(C=C1)NC(=O)NCC1CNCCO1 (N-(4-Chlorophenyl)-N′-(morpholin-2-ylmethyl)urea), ClC=1SC(=CC1)CCl (2-chloro-5-(chloromethyl)thiophene). Yields the product ClC1=CC=C(C=C1)NC(=O)NCC1CN(CCO1)CC=1SC(=CC1)Cl (N-(4-Chlorophenyl)-N′-({4-[(5-chlorothien-2-yl)methyl]morpholin-2-yl}methyl)urea). Yield: 66.0%. Reaction SMILES: [Cl:1][C:2]1[CH:7]=[CH:6][C:5]([NH:8][C:9]([NH:11][CH2:12][CH:13]2[O:18][CH2:17][CH2:16][NH:15][CH2:14]2)=[O:10])=[CH:4][CH:3]=1.[Cl:19][C:20]1[S:21][C:22]([CH2:25]Cl)=[CH:23][CH:24]=1>>[Cl:1][C:2]1[CH:7]=[CH:6][C:5]([NH:8][C:9]([NH:11][CH2:12][CH:13]2[O:18][CH2:17][CH2:16][N:15]([CH2:25][C:22]3[S:21][C:20]([Cl:19])=[CH:24][CH:23]=3)[CH2:14]2)=[O:10])=[CH:4][CH:3]=1. Reported procedure: Example 37 was prepared in an analogous manner to Example 19 using a mixture of Intermediate 9 (0.01 g) and 2-chloro-5-(chloromethyl)thiophene (0.0068 g) to give the title compound (0.0098 g). LC-MS (System A): Rt 2.84 mins, Mass Spectrum m/z 400 [MH+]. Reactants: C(C)(C)(C)OC(=O)NC1CNC1 (3-tert-butoxycarbonylaminoazetidine), BrC=1SC(=C(N1)C(C)C)C(=O)OCC (ethyl 2-bromo-4-isopropyl-1,3-thiazole-5-carboxylate), C(C)(C)N(CC)C(C)C (diisopropylethylamine). Run in CN(C)C=O (DMF), C(C)(=O)OCC (ethyl acetate). The product is C(C)(C)(C)OC(=O)NC1CN(C1)C=1SC(=C(N1)C(C)C)C(=O)OCC (Ethyl 2-{3-[(tert-butoxycarbonyl)amino]azetidin-1-yl}-4-isopropyl-1,3-thiazole-5-carboxylate). The yield is 65.8%. RXN SMILES: [C:1]([O:5][C:6]([NH:8][CH:9]1[CH2:12][NH:11][CH2:10]1)=[O:7])([CH3:4])([CH3:3])[CH3:2].Br[C:14]1[S:15][C:16]([C:22]([O:24][CH2:25][CH3:26])=[O:23])=[C:17]([CH:19]([CH3:21])[CH3:20])[N:18]=1.C(N(C(C)C)CC)(C)C>CN(C=O)C.C(OCC)(=O)C>[C:1]([O:5][C:6]([NH:8][CH:9]1[CH2:10][N:11]([C:14]2[S:15][C:16]([C:22]([O:24][CH2:25][CH3:26])=[O:23])=[C:17]([CH:19]([CH3:20])[CH3:21])[N:18]=2)[CH2:12]1)=[O:7])([CH3:4])([CH3:2])[CH3:3]. Procedure details: A solution of 3-tert-butoxycarbonylaminoazetidine (136 mg, 0.79 mmol), ethyl 2-bromo-4-isopropyl-1,3-thiazole-5-carboxylate obtained in Example (23b) (200 mg, 0.72 mmol) and diisopropylethylamine (0.25 mL, 1.44 mmol) in DMF (8 mL) was stirred at 90° C. for 11 hours. The reaction solution was diluted with ethyl acetate, and then the mixture was washed with 10% saline and dried over anhydrous magnesium sulfate. Following filtration, the solvent was evaporated under reduced pressure. The resulting ... Reactants: C(CCC)C=1C(NC(NC1C)=S)=O (5-butyl-6-methyl-2-thioxo-2,3-dihydro-1H-pyrimidin-4-one), ClCC(=O)O (chloroacetic acid). The product is C(CCC)C=1C(NC(NC1C)=O)=O (5-butyl-6-methyl-1H-pyrimidine-2,4-dione). As a reaction SMILES: [CH2:1]([C:5]1[C:6](=[O:13])[NH:7][C:8](=S)[NH:9][C:10]=1[CH3:11])[CH2:2][CH2:3][CH3:4].ClCC(O)=[O:17]>>[CH2:1]([C:5]1[C:6](=[O:13])[NH:7][C:8](=[O:17])[NH:9][C:10]=1[CH3:11])[CH2:2][CH2:3][CH3:4]. Reported procedure: A suspension of 5-butyl-6-methyl-2-thioxo-2,3-dihydro-1H-pyrimidin-4-one in 10% aqueous chloroacetic acid (100 mL) is stirred at reflux for 3 hours and then allowed to cool to room temperature. The suspension is cooled in an ice bath for a few minutes and then filtered. The solid is thoroughly washed with H2O and dried, yielding pure 5-butyl-6-methyl-1H-pyrimidine-2,4-dione as a white solid. 1H NMR (DMSO-d6, 300 MHz) δ 10.86 (br s, 1H), 10.57 (br s, 1H), 2.17 (m, 2H), 2.01 (s, 3H), 1.25 (m, 4H),...